From a dataset of the Open Reaction Database (ORD), a public repository of structured organic reaction records. describe an organic reaction: reactants, conditions, products, and yield The reactants are C(C1=CC=CC=C1)N1CCN(CCC1)C1CCC(CC1)N (4-(4-benzyl-1,4-diazepan-1-yl)cyclohexanamine), C(C1=CC=CC=C1)N1CCN(CCC1)C1CCC(CC1)N (4-(4-benzyl-1,4-diazepan-1-yl)cyclohexanamine), C1(CCCC1)N1C2=C(N(C(C(C1)(C)C)=O)C)C=NC(=N2)NC2=C(C=C(C(=O)O)C=C2)OC (4-(9-Cyclopentyl-5,7,7-trimethyl-6-oxo-6,7,8,9-tetrahydro-5H-pyrimido[4,5-b][1,4]diazepin-2-ylamino)-3-methoxybenzoic acid), C1(CCCC1)N1C2=C(N(C(C(C1)(C)C)=O)C)C=NC(=N2)NC2=C(C=C(C(=O)O)C=C2)OC (4-(9-Cyclopentyl-5,7,7-trimethyl-6-oxo-6,7,8,9-tetrahydro-5H-pyrimido[4,5-b][1,4]diazepin-2-ylamino)-3-methoxybenzoic acid), CCN(C(C)C)C(C)C (DIPEA), CN(C)C(=[N+](C)C)ON1C2=C(C=CC=C2)N=N1.[B-](F)(F)(F)F (TBTU). The solvent is CN(C)C=O (DMF). Conditions: time 2 hour. The product is C1(CCCC1)N1C2=C(N(C(C(C1)(C)C)=O)C)C=NC(=N2)NC2=C(C=C(C(=O)N[C@@H]1CC[C@H](CC1)N1CCOCC1)C=C2)OC (4-(9-cyclopentyl-5,7,7-trimethyl-6-oxo-6,7,8,9-tetrahydro-5H-pyrimido[4,5-b][1,4]diazepin-2-ylamino)-3-methoxy-N-((trans)-4-morpholinocyclohexyl)benzamide). Isolated yield 11.0%. As a reaction SMILES: [CH:1]1([N:6]2[CH2:12][C:11]([CH3:14])([CH3:13])[C:10](=[O:15])[N:9]([CH3:16])[C:8]3[CH:17]=[N:18][C:19]([NH:21][C:22]4[CH:30]=[CH:29][C:25]([C:26](O)=[O:27])=[CH:24][C:23]=4[O:31][CH3:32])=[N:20][C:7]2=3)[CH2:5][CH2:4][CH2:3][CH2:2]1.CCN(C(C)C)C(C)C.CN(C([O:49]N1N=NC2C=CC=CC1=2)=[N+](C)C)C.[B-](F)(F)(F)F.C(N1C[CH2:76][CH2:75][N:74]([CH:78]2[CH2:83][CH2:82][CH:81]([NH2:84])[CH2:80][CH2:79]2)[CH2:73][CH2:72]1)C1C=CC=CC=1>CN(C=O)C>[CH:1]1([N:6]2[CH2:12][C:11]([CH3:13])([CH3:14])[C:10](=[O:15])[N:9]([CH3:16])[C:8]3[CH:17]=[N:18][C:19]([NH:21][C:22]4[CH:30]=[CH:29][C:25]([C:26]([NH:84][C@H:81]5[CH2:82][CH2:83][C@H:78]([N:74]6[CH2:75][CH2:76][O:49][CH2:72][CH2:73]6)[CH2:79][CH2:80]5)=[O:27])=[CH:24][C:23]=4[O:31][CH3:32])=[N:20][C:7]2=3)[CH2:5][CH2:4][CH2:3][CH2:2]1 |f:2.3|. Reported procedure: 4-(9-Cyclopentyl-5,7,7-trimethyl-6-oxo-6,7,8,9-tetrahydro-5H-pyrimido[4,5-b][1,4]diazepin-2-ylamino)-3-methoxybenzoic acid (Intermediate 6) (66 mg, 0.15 mmol, 1 eq), DIPEA (52 μl, 0.3 mmol, 2 eq) and TBTU (54 mg, 0.17 mmol, 1.1 eq) were added to 1.5 mL DMF and the resulting solution was stirred at rt for 20 min before the addition of 4-morpholinocyclohexanamine (Intermediate 16) (33 mg, 0.18 mmol, 1.2 eq). The RM was then stirred at rt for 2 hours before purifying by preparative RP-HPLC-MS (Prep... Reactants: B, CCOC(=O)C(CC(=O)O)=C(c1ccc(Cl)cc1)c1ccc(S(C)(=O)=O)cc1, CSC, CO, C1CCOC1. Product: CCOC(=O)C(CCO)=C(c1ccc(Cl)cc1)c1ccc(S(C)(=O)=O)cc1. RXN SMILES: [BH3:32].[CH2:1]([CH3:2])[O:3][C:4](=[O:5])[C:6]([CH2:7][C:8](=[O:9])[OH:10])=[C:11]([c:12]1[cH:13][cH:14][c:15]([S:18](=[O:19])(=[O:20])[CH3:21])[cH:16][cH:17]1)[c:22]1[cH:23][cH:24][c:25]([Cl:28])[cH:26][cH:27]1.[CH3:29][S:30][CH3:31].[CH3:33][OH:34].[O:35]1[CH2:36][CH2:37][CH2:38][CH2:39]1>>[CH2:1]([CH3:2])[O:3][C:4](=[O:5])[C:6]([CH2:7][CH2:8][OH:9])=[C:11]([c:12]1[cH:13][cH:14][c:15]([S:18](=[O:19])(=[O:20])[CH3:21])[cH:16][cH:17]1)[c:22]1[cH:23][cH:24][c:25]([Cl:28])[cH:26][cH:27]1. Starting materials: NCC=1C=C(C=CC1S(=O)(=O)CC)NC(N(C)CCC1=CC=C(C=C1)C(C(=O)O)NC=1C=C2C=CN=C(C2=CC1)N(C(=O)OC(C)(C)C)C(=O)OC(C)(C)C)=O (2-(4-(2-(3-(3-(aminomethyl)-4-(ethylsulfonyl)phenyl)-1-methylureido)ethyl)phenyl)-2-(1-(bis(tert-butoxycarbonyl)amino)isoquinolin-6-ylamino)acetic acid), C(C)(C)(C)OC(=O)N(C1=NC=CC2=CC(=CC=C12)NC(C(=O)O)C1=CC(=C(C=C1)CCOC(NC1=CC(=C(C=C1)S(=O)(=O)CC)C#N)=O)C)C(=O)OC(C)(C)C (2-(1-(bis(tert-butoxycarbonyl)amino)isoquinolin-6-ylamino)-2-(4-(2-(3-cyano-4-(ethylsulfonyl)phenylcarbamoyloxy)ethyl)-3-methylphenyl)acetic acid). Reaction conditions: time 15 hour. Product: NCC=1C=C(C=CC1S(=O)(=O)CC)NC(=O)OCCC1=C(C=C(C=C1)C(C(=O)O)NC=1C=C2C=CN=C(C2=CC1)N(C(=O)OC(C)(C)C)C(=O)OC(C)(C)C)C (2-(4-(2-(3-(aminomethyl)-4-(ethylsulfonyl)phenylcarbamoyloxy)ethyl)-3-methylphenyl)-2-(1-(bis(tert-butoxycarbonyl)amino)isoquinolin-6-ylamino)acetic acid). Isolated yield 95.0%. RXN SMILES: NCC1C=C(NC(=O)N(CCC2C=CC(C(NC3C=C4C(=CC=3)C(N(C(OC(C)(C)C)=O)C(OC(C)(C)C)=O)=NC=C4)C(O)=O)=CC=2)C)C=CC=1S(CC)(=O)=O.[C:57]([O:61][C:62]([N:64]([C:106]([O:108][C:109]([CH3:112])([CH3:111])[CH3:110])=[O:107])[C:65]1[C:74]2[C:69](=[CH:70][C:71]([NH:75][CH:76]([C:80]3[CH:85]=[CH:84][C:83]([CH2:86][CH2:87][O:88][C:89](=[O:104])[NH:90][C:91]4[CH:96]=[CH:95][C:94]([S:97]([CH2:100][CH3:101])(=[O:99])=[O:98])=[C:93]([C:102]#[N:103])[CH:92]=4)=[C:82]([CH3:105])[CH:81]=3)[C:77]([OH:79])=[O:78])=[CH:72][CH:73]=2)[CH:68]=[CH:67][N:66]=1)=[O:63])([CH3:60])([CH3:59])[CH3:58]>>[NH2:103][CH2:102][C:93]1[CH:92]=[C:91]([NH:90][C:89]([O:88][CH2:87][CH2:86][C:83]2[CH:84]=[CH:85][C:80]([CH:76]([NH:75][C:71]3[CH:70]=[C:69]4[C:74](=[CH:73][CH:72]=3)[C:65]([N:64]([C:106]([O:108][C:109]([CH3:112])([CH3:111])[CH3:110])=[O:107])[C:62]([O:61][C:57]([CH3:60])([CH3:58])[CH3:59])=[O:63])=[N:66][CH:67]=[CH:68]4)[C:77]([OH:79])=[O:78])=[CH:81][C:82]=2[CH3:105])=[O:104])[CH:96]=[CH:95][C:94]=1[S:97]([CH2:100][CH3:101])(=[O:99])=[O:98]. Procedure details: Using a procedure analogous to that used to prepare 25E, 31C (419 mg) was hydrogenated for 15 h to give 31D (400 mg, 95%) as a yellow glass. MS (ESI) m/z 792.43 (M+H)+. The reactants are C(C)OC1=NS(C(=C1Cl)S(=O)(=O)C)=O (3-ethoxy-4-chloro-5- methylsulfonylisothiazole-1-oxide), C[Si](C)(C)N[Si](C)(C)C (hexamethyldisilizane), CO (methanol). Solvent: C(C)#N (acetonitrile). The product is C(C)OC1=NS(C(=C1N)S(=O)(=O)C)=O (3-Ethoxy-4-amino-5-methylsulfonylisothiazole-1-oxide). Isolated yield 60.3%. As a reaction SMILES: [CH2:1]([O:3][C:4]1[C:8](Cl)=[C:7]([S:10]([CH3:13])(=[O:12])=[O:11])[S:6](=[O:14])[N:5]=1)[CH3:2].C[Si]([NH:19][Si](C)(C)C)(C)C.CO>C(#N)C>[CH2:1]([O:3][C:4]1[C:8]([NH2:19])=[C:7]([S:10]([CH3:13])(=[O:12])=[O:11])[S:6](=[O:14])[N:5]=1)[CH3:2]. Procedure: To a solution of crude 3-ethoxy-4-chloro-5- methylsulfonylisothiazole-1-oxide (0.90 g, 1.6 mmol) in acetonitrile (10 ml) under a nitrogen atmosphere was added hexamethyldisilizane (0.70 ml, 3.3 mmol). The reaction mixture was heated at 70° for 11/2 hours, cooled to room temperature and methanol (1.0 ml) was added. The reaction was filtered and evaporated. The residue was triturated with methanol/ethyl acetate to afford crude title compound (0.3 g). Recrystallization from methanol/ethyl acetate a... Reactants: C(C)OC(CN(CC(CO)O)C(=O)OCC1=CC=CC=C1)=O ([benzyloxycarbonyl-(2,3-dihydroxy-propyl)-amino]-acetic acid ethyl ester), NaIO4. The solvent is C(Cl)Cl (DCM). Reaction conditions: time 4.5 hour. The product is C(C)OC(CN(CC=O)C(=O)OCC1=CC=CC=C1)=O ([benzyloxycarbonyl-(2-oxo-ethyl)-amino]-acetic acid ethyl ester). The yield is 92.7%. Reaction SMILES: [CH2:1]([O:3][C:4](=[O:22])[CH2:5][N:6]([C:12]([O:14][CH2:15][C:16]1[CH:21]=[CH:20][CH:19]=[CH:18][CH:17]=1)=[O:13])[CH2:7][CH:8]([OH:11])CO)[CH3:2]>C(Cl)Cl>[CH2:1]([O:3][C:4](=[O:22])[CH2:5][N:6]([C:12]([O:14][CH2:15][C:16]1[CH:21]=[CH:20][CH:19]=[CH:18][CH:17]=1)=[O:13])[CH2:7][CH:8]=[O:11])[CH3:2]. Procedure details: To a solution of [benzyloxycarbonyl-(2,3-dihydroxy-propyl)-amino]-acetic acid ethyl ester (1.98 g, 6.37 mmol) in DCM (30 mL) is added NaIO4-impregnated silica (13.04 g). The slurry is stirred rapidly for 4.5 h, and then filtered through a coarse porosity sintered glass funnel. The filtrate is concentrated to afford [benzyloxycarbonyl-(2-oxo-ethyl)-amino]-acetic acid ethyl ester (1.65 g, 92%). MS: 280 (M+H); 1H NMR (300 MHz, CDCl3) δ 9.60-9.68 (m, 1H), 7.26-7.40 (m, 5H), 510-5.19 (m, 2H), 4.00-4.... The reactants are [BH4-], CC(=O)c1ccc(C(=O)OC(C)c2ccccc2)cc1, C1CCOC1, CCO, ClCCl, [Na+]. The product is CC(O)c1ccc(C(=O)OC(C)c2ccccc2)cc1. Reaction SMILES: [BH4-:27].[C:1]([CH3:2])(=[O:3])[c:4]1[cH:5][cH:6][c:7]([C:10](=[O:11])[O:12][CH:13]([c:14]2[cH:15][cH:16][cH:17][cH:18][cH:19]2)[CH3:20])[cH:8][cH:9]1.[CH2:29]1[O:30][CH2:31][CH2:32][CH2:33]1.[CH3:21][CH2:22][OH:23].[Cl:24][CH2:25][Cl:26].[Na+:28]>>[CH:1]([CH3:2])([OH:3])[c:4]1[cH:5][cH:6][c:7]([C:10](=[O:11])[O:12][CH:13]([c:14]2[cH:15][cH:16][cH:17][cH:18][cH:19]2)[CH3:20])[cH:8][cH:9]1. Starting materials: OC1=CC=C(C=C)C=C1.O1C(CCCC1)OC1=CC=C(C=C)C=C1 (p-hydroxystyrene p-tetrahydropyranyloxystyrene), ( 3 ), ( 3 ), C(C)OC=C (ethylvinyl ether). Product: C(C)OCCOC1=CC=C(C=C)C=C1.OC1=CC=C(C=C)C=C1.O1C(CCCC1)OC1=CC=C(C=C)C=C1 (p-1-ethoxyethoxystyrene p-hydroxystyrene p-tetrahydropyranyloxystyrene). As a reaction SMILES: [OH:1][C:2]1[CH:9]=[CH:8][C:5]([CH:6]=[CH2:7])=[CH:4][CH:3]=1.[O:10]1[CH2:15][CH2:14][CH2:13][CH2:12][CH:11]1[O:16][C:17]1[CH:24]=[CH:23][C:20]([CH:21]=[CH2:22])=[CH:19][CH:18]=1.C(OC=C)C>>[CH2:11]([O:10][CH2:15][CH2:14][O:1][C:2]1[CH:9]=[CH:8][C:5]([CH:6]=[CH2:7])=[CH:4][CH:3]=1)[CH3:12].[OH:16][C:17]1[CH:24]=[CH:23][C:20]([CH:21]=[CH2:22])=[CH:19][CH:18]=1.[O:10]1[CH2:15][CH2:14][CH2:13][CH2:12][CH:11]1[O:16][C:17]1[CH:18]=[CH:19][C:20]([CH:21]=[CH2:22])=[CH:23][CH:24]=1 |f:0.1,3.4.5|. Procedure: Using 9.5 g of poly(p-hydroxystyrene/p-tetrahydropyranyloxystyrene) obtained according to (3) above and 2.7 g of ethylvinyl ether, reaction and after-treatments were carried out according to (3) of Preparation Example 3, and the produced crystals were filtered out, washed with water and dried in vacuo to give 9.9 g of poly(p-1-ethoxyethoxystyrene/p-hydroxystyrene/p-tetrahydropyranyloxystyrene) as white powdery crystal. P-1-ethoxyethoxystyrene unit/p-hydroxystyrene unit/p-tetrahydropyranyloxystyr...